From a dataset of the Open Reaction Database (ORD), a public repository of structured organic reaction records. describe an organic reaction: reactants, conditions, products, and yield Reactants: C(C)(C)(C)OC(NC1=C(C=C(C=C1)C#CC1=CC=C(C=C1)F)N)=O ([2-amino-4-(4-fluoro-phenylethynyl)-phenyl]-carbamic acid tert-butyl ester), C(C)(C)(C)OC(CC(C1=CC(=CC=C1)C=1C=NC=CC1)=O)=O (3-oxo-3-(3-pyridin-3-yl-phenyl)-propionic acid tert-butyl ester), [ 335255-58-0 ]. The product is C(C)(C)(C)OC(NC1=C(C=C(C=C1)C#CC1=CC=C(C=C1)F)NC(CC(C1=CC(=CC=C1)C=1C=NC=CC1)=O)=O)=O ({4-(4-Fluoro-phenylethynyl)-2-[3-oxo-3-(3-pyridin-3-yl-phenyl)-propionylamino]-phenyl}-carbamic acid tert-butyl ester), foam. Isolated yield 74.0%. RXN SMILES: [C:1]([O:5][C:6](=[O:24])[NH:7][C:8]1[CH:13]=[CH:12][C:11]([C:14]#[C:15][C:16]2[CH:21]=[CH:20][C:19]([F:22])=[CH:18][CH:17]=2)=[CH:10][C:9]=1[NH2:23])([CH3:4])([CH3:3])[CH3:2].C([O:29][C:30](=O)[CH2:31][C:32](=[O:45])[C:33]1[CH:38]=[CH:37][CH:36]=[C:35]([C:39]2[CH:40]=[N:41][CH:42]=[CH:43][CH:44]=2)[CH:34]=1)(C)(C)C>>[C:1]([O:5][C:6](=[O:24])[NH:7][C:8]1[CH:13]=[CH:12][C:11]([C:14]#[C:15][C:16]2[CH:17]=[CH:18][C:19]([F:22])=[CH:20][CH:21]=2)=[CH:10][C:9]=1[NH:23][C:30](=[O:29])[CH2:31][C:32](=[O:45])[C:33]1[CH:38]=[CH:37][CH:36]=[C:35]([C:39]2[CH:40]=[N:41][CH:42]=[CH:43][CH:44]=2)[CH:34]=1)([CH3:4])([CH3:2])[CH3:3]. Reported procedure: The title compound was prepared from [2-amino-4-(4-fluoro-phenylethynyl)-phenyl]-carbamic acid tert-butyl ester {CAS-No. [335255-58-0]} (245 mg, 0.75 mmol) and 3-oxo-3-(3-pyridin-3-yl-phenyl)-propionic acid tert-butyl ester (Example K1) (223 mg, 0.75 mmol) according to the general procedure M. Obtained as an orange foam (304 mg, 74%). RXN SMILES: [CH2:1]([O:2][C:3]([c:4]1[cH:5][c:6](-[c:12]2[cH:13][cH:14][c:15]([CH2:18][S:19][CH2:20][CH2:21][O:22][c:23]3[cH:24][cH:25][cH:26][cH:27][cH:28]3)[cH:16][cH:17]2)[cH:7][cH:8][cH:9]1)=[O:10])[CH3:11].[CH2:29]([CH3:30])[O:31][C:32](=[O:33])[c:34]1[cH:35][cH:36][c:37](-[c:40]2[cH:41][cH:42][c:43]([CH2:44][S:45][CH2:46][CH2:47][OH:48])[cH:49][cH:50]2)[cH:38][cH:39]1.[CH2:77]1[O:78][CH2:79][CH2:80][CH2:81]1.[OH:51][c:52]1[cH:53][cH:54][cH:55][cH:56][cH:57]1.[c:58]1([P:59]([c:60]2[cH:61][cH:62][cH:63][cH:64][cH:65]2)[c:66]2[cH:67][cH:68][cH:69][cH:70][cH:71]2)[cH:72][cH:73][cH:74][cH:75][cH:76]1>>[c:12]1(-[c:37]2[cH:36][cH:35][c:34]([C:32]([O:31][CH2:29][CH3:30])=[O:33])[cH:39][cH:38]2)[cH:13][cH:14][c:15]([CH2:18][S:19][CH2:20][CH2:21][O:22][c:23]2[cH:24][cH:25][cH:26][cH:27][cH:28]2)[cH:16][cH:17]1. The reactants are CCOC(=O)c1cccc(-c2ccc(CSCCOc3ccccc3)cc2)c1, CCOC(=O)c1ccc(-c2ccc(CSCCO)cc2)cc1, C1CCOC1, Oc1ccccc1, c1ccc(P(c2ccccc2)c2ccccc2)cc1. Yields the product CCOC(=O)c1ccc(-c2ccc(CSCCOc3ccccc3)cc2)cc1. Reactants: ClCCl, Cc1nnccc1-c1c(-c2ccccc2)nn2ccccc12, O, OC(O)C(Cl)(Cl)Cl, c1ccncc1. Product: OC(Cc1nnccc1-c1c(-c2ccccc2)nn2ccccc12)C(Cl)(Cl)Cl. RXN SMILES: [CH2:36]([Cl:37])[Cl:38].[CH3:1][c:2]1[n:3][n:4][cH:5][cH:6][c:7]1-[c:8]1[c:9](-[c:17]2[cH:18][cH:19][cH:20][cH:21][cH:22]2)[n:10][n:11]2[c:12]1[cH:13][cH:14][cH:15][cH:16]2.[OH2:39].[OH:23][CH:24]([OH:25])[C:26]([Cl:27])([Cl:28])[Cl:29].[cH:30]1[cH:31][cH:32][n:33][cH:34][cH:35]1>>[CH2:1]([c:2]1[n:3][n:4][cH:5][cH:6][c:7]1-[c:8]1[c:9](-[c:17]2[cH:18][cH:19][cH:20][cH:21][cH:22]2)[n:10][n:11]2[c:12]1[cH:13][cH:14][cH:15][cH:16]2)[CH:24]([OH:23])[C:26]([Cl:27])([Cl:28])[Cl:29]. The reactants are C(C(C)C)C1=CC=C(S1)C(C(=O)O)CC(=O)O ((5-isobutyl-2-thienyl)succinic acid). Run in C(C)(=O)Cl (acetyl chloride). The product is C(C(C)C)C1=CC=C(S1)C1C(=O)OC(C1)=O ((5-isobutyl-2-thienyl)succinic anhydride). Isolated yield 85.0%. RXN SMILES: [CH2:1]([C:5]1[S:9][C:8]([CH:10]([CH2:14][C:15]([OH:17])=[O:16])[C:11]([OH:13])=O)=[CH:7][CH:6]=1)[CH:2]([CH3:4])[CH3:3]>C(Cl)(=O)C>[CH2:1]([C:5]1[S:9][C:8]([CH:10]2[CH2:14][C:15](=[O:16])[O:17][C:11]2=[O:13])=[CH:7][CH:6]=1)[CH:2]([CH3:3])[CH3:4]. Reported procedure: 10 g of (5-isobutyl-2-thienyl)succinic acid was added to 40 cc of acetyl chloride and the mixture was refluxed for 1 hour 30 minutes. The excess acetyl chloride was evaporated under reduced pressure. Distillation of the residue provided 7.9 g (yield=85%) of (5-isobutyl-2-thienyl)succinic anhydride. The reactants are BrCC=Cc1ccccc1, [K+], [K+], O=C([O-])[O-], CN(C)C=O, O, Nc1ncnc2[nH]nc(-c3ccc4ccccc4c3)c12. Product: Nc1ncnc2c1c(-c1ccc3ccccc3c1)nn2C=CCc1ccccc1. Reaction SMILES: [Br:27][CH2:28][CH:29]=[CH:30][c:31]1[cH:32][cH:33][cH:34][cH:35][cH:36]1.[K+:21].[K+:22].[O-:23][C:24]([O-:25])=[O:26].[O:38]=[CH:39][N:40]([CH3:41])[CH3:42].[OH2:37].[cH:1]1[c:2](-[c:11]2[n:12][nH:13][c:14]3[n:15][cH:16][n:17][c:18]([NH2:20])[c:19]23)[cH:3][cH:4][c:5]2[cH:6][cH:7][cH:8][cH:9][c:10]12>>[cH:1]1[c:2](-[c:11]2[n:12][n:13]([CH:28]=[CH:29][CH2:30][c:31]3[cH:32][cH:33][cH:34][cH:35][cH:36]3)[c:14]3[n:15][cH:16][n:17][c:18]([NH2:20])[c:19]23)[cH:3][cH:4][c:5]2[cH:6][cH:7][cH:8][cH:9][c:10]12. Starting materials: O=C(Cl)Oc1ccccc1, NC(Cc1ccccc1)C(=O)O. Yields the product O=C(NC(Cc1ccccc1)C(=O)O)Oc1ccccc1. Reaction SMILES: [Cl:13][C:14](=[O:15])[O:16][c:17]1[cH:18][cH:19][cH:20][cH:21][cH:22]1.[NH2:1][CH:2]([CH2:3][c:4]1[cH:5][cH:6][cH:7][cH:8][cH:9]1)[C:10]([OH:11])=[O:12]>>[NH:1]([CH:2]([CH2:3][c:4]1[cH:5][cH:6][cH:7][cH:8][cH:9]1)[C:10]([OH:11])=[O:12])[C:14](=[O:15])[O:16][c:17]1[cH:18][cH:19][cH:20][cH:21][cH:22]1. The reactants are O=C(O)C(CC1CCCC1)N1CC(CN2CCC(CCCc3ccc(F)cc3)CC2)C(c2cccc(F)c2)C1, O=C(O)C(O)CC1CC1. Product: O=C(O)C(CC1CC1)N1CC(CN2CCC(CCCc3ccc(F)cc3)CC2)C(c2cccc(F)c2)C1. RXN SMILES: [F:10][c:11]1[cH:12][cH:13][c:14]([CH2:17][CH2:18][CH2:19][CH:20]2[CH2:21][CH2:22][N:23]([CH2:26][CH:27]3[CH2:28][N:29]([CH:39]([C:40](=[O:41])[OH:42])[CH2:43][CH:44]4[CH2:45][CH2:46][CH2:48][CH2:47]4)[CH2:30][CH:31]3[c:32]3[cH:33][c:34]([F:38])[cH:35][cH:36][cH:37]3)[CH2:24][CH2:25]2)[cH:15][cH:16]1.[OH:1][CH:2]([CH2:3][CH:4]1[CH2:5][CH2:6]1)[C:7]([OH:8])=[O:9]>>[F:10][c:11]1[cH:12][cH:13][c:14]([CH2:17][CH2:18][CH2:19][CH:20]2[CH2:21][CH2:22][N:23]([CH2:26][CH:27]3[CH2:28][N:29]([CH:39]([C:40](=[O:41])[OH:42])[CH2:43][CH:44]4[CH2:45][CH2:46]4)[CH2:30][CH:31]3[c:32]3[cH:33][c:34]([F:38])[cH:35][cH:36][cH:37]3)[CH2:24][CH2:25]2)[cH:15][cH:16]1. Reactants: C1=CC=CC=2C3=CC=CC=C3C(C12)COC(=O)Cl (9-fluorenylmethoxycarbonyl chloride), NC1=CC=C(C=C1)SC1=C(C=C(C(=O)O)C=C1)[N+](=O)[O-] (4-(4-Amino-phenylsulfanyl)-3-nitro-benzoic acid), C/C(=N\[Si](C)(C)C)/O[Si](C)(C)C (N,O-bis(trimethylsilyl)acetamide), N1=CC=CC=C1 (pyridine), Cl (hydrochloric acid). Solvent: O (water), C(Cl)Cl (methylene chloride). Reaction conditions: time 30 minute. Product: C1=CC=CC=2C3=CC=CC=C3C(C12)COC(=O)NC1=CC=C(C=C1)SC1=C(C=C(C(=O)O)C=C1)[N+](=O)[O-] (4-[4-(9H-Fluoren-9-ylmethoxycarbonylamino)-phenylsulfanyl]-3-nitro-benzoic acid). The yield is 73.1%. RXN SMILES: [NH2:1][C:2]1[CH:7]=[CH:6][C:5]([S:8][C:9]2[CH:17]=[CH:16][C:12]([C:13]([OH:15])=[O:14])=[CH:11][C:10]=2[N+:18]([O-:20])=[O:19])=[CH:4][CH:3]=1.C/C(/O[Si](C)(C)C)=N\[Si](C)(C)C.N1C=CC=CC=1.[CH:39]1[C:51]2[CH:50]([CH2:52][O:53][C:54](Cl)=[O:55])[C:49]3[C:44](=[CH:45][CH:46]=[CH:47][CH:48]=3)[C:43]=2[CH:42]=[CH:41][CH:40]=1.Cl>C(Cl)Cl.O>[CH:39]1[C:51]2[CH:50]([CH2:52][O:53][C:54]([NH:1][C:2]3[CH:3]=[CH:4][C:5]([S:8][C:9]4[CH:17]=[CH:16][C:12]([C:13]([OH:15])=[O:14])=[CH:11][C:10]=4[N+:18]([O-:20])=[O:19])=[CH:6][CH:7]=3)=[O:55])[C:49]3[C:44](=[CH:45][CH:46]=[CH:47][CH:48]=3)[C:43]=2[CH:42]=[CH:41][CH:40]=1. Procedure details: A suspension of the product of Example 19A (1.00 g, 3.445 mmol) in anhydrous methylene chloride (40 mL) was treated with N,O-bis(trimethylsilyl)acetamide (1.77 mL, 7.234 mmol) dropwise, and the resulting orange-colored solution was stirred at room temperature for 30 minutes under a nitrogen atmosphere. Anhydrous pyridine (0.557 mL, 6.89 mmol) was then added, followed by solid 9-fluorenylmethoxycarbonyl chloride (1.114 g, 4.306 mmol) in three portions. The reaction was stirred for 30 minutes, the... The reactants are O=C([O-])[O-], CCOC(C)=O, CN(C)C=O, Fc1cccc(CBr)c1, [K+], [K+], O, N#Cc1ccc(O)cc1. The product is N#Cc1ccc(OCc2cccc(F)c2)cc1. Reaction SMILES: [C:19](=[O:20])([O-:21])[O-:22].[CH3:25][CH2:26][O:27][C:28](=[O:29])[CH3:30].[CH3:31][N:32]([CH3:33])[CH:34]=[O:35].[F:10][c:11]1[cH:12][c:13]([CH2:14][Br:15])[cH:16][cH:17][cH:18]1.[K+:23].[K+:24].[OH2:36].[OH:1][c:2]1[cH:3][cH:4][c:5]([C:8]#[N:9])[cH:6][cH:7]1>>[O:1]([c:2]1[cH:3][cH:4][c:5]([C:8]#[N:9])[cH:6][cH:7]1)[CH2:14][c:13]1[cH:12][c:11]([F:10])[cH:18][cH:17][cH:16]1. The reactants are CCC(CC)c1cc(C)nn2c(-c3scc(Br)c3C)c(C)nc12, C1COCCN1, CN(C)c1ccccc1-c1ccccc1, C[Si](C)(C)[N-][Si](C)(C)C, CCOC(C)=O, c1ccc(-c2ccccc2P(C2CCCCC2)C2CCCCC2)cc1, [Li+], O=C(C=Cc1ccccc1)C=Cc1ccccc1, O=C(C=Cc1ccccc1)C=Cc1ccccc1, O=C(C=Cc1ccccc1)C=Cc1ccccc1, [Pd], [Pd]. The product is CCC(CC)c1cc(C)nn2c(-c3scc(N4CCOCC4)c3C)c(C)nc12. RXN SMILES: [Br:1][c:2]1[c:3]([CH3:23])[c:4](-[c:7]2[c:8]([CH3:22])[n:9][c:10]3[n:11]2[n:12][c:13]([CH3:21])[cH:14][c:15]3[CH:16]([CH2:17][CH3:18])[CH2:19][CH3:20])[s:5][cH:6]1.[CH2:24]1[CH2:25][O:26][CH2:27][CH2:28][NH:29]1.[CH3:30][N:31]([c:32]1[cH:33][cH:34][cH:35][cH:36][c:37]1-[c:38]1[cH:39][cH:40][cH:41][cH:42][cH:43]1)[CH3:44].[CH3:71][Si:72]([N-:73][Si:74]([CH3:75])([CH3:76])[CH3:77])([CH3:78])[CH3:79].[CH3:80][CH2:81][O:82][C:83]([CH3:84])=[O:85].[CH:45]1([P:46]([CH:47]2[CH2:48][CH2:49][CH2:50][CH2:51][CH2:52]2)[c:53]2[cH:54][cH:55][cH:56][cH:57][c:58]2-[c:59]2[cH:60][cH:61][cH:62][cH:63][cH:64]2)[CH2:65][CH2:66][CH2:67][CH2:68][CH2:69]1.[Li+:70].[O:106]=[C:107]([CH:108]=[CH:109][c:110]1[cH:111][cH:112][cH:113][cH:114][cH:115]1)[CH:116]=[CH:117][c:118]1[cH:119][cH:120][cH:121][cH:122][cH:123]1.[O:124]=[C:125]([CH:126]=[CH:127][c:128]1[cH:129][cH:130][cH:131][cH:132][cH:133]1)[CH:134]=[CH:135][c:136]1[cH:137][cH:138][cH:139][cH:140][cH:141]1.[O:88]=[C:89]([CH:90]=[CH:91][c:92]1[cH:93][cH:94][cH:95][cH:96][cH:97]1)[CH:98]=[CH:99][c:100]1[cH:101][cH:102][cH:103][cH:104][cH:105]1.[Pd:86].[Pd:87]>>[c:2]1([N:29]2[CH2:24][CH2:25][O:26][CH2:27][CH2:28]2)[c:3]([CH3:23])[c:4](-[c:7]2[c:8]([CH3:22])[n:9][c:10]3[n:11]2[n:12][c:13]([CH3:21])[cH:14][c:15]3[CH:16]([CH2:17][CH3:18])[CH2:19][CH3:20])[s:5][cH:6]1.